Dataset: the Open Reaction Database (ORD), a public repository of structured organic reaction records. Task: describe an organic reaction: reactants, conditions, products, and yield Starting materials: [Al+3], O=C1CCC(=O)N1Br, CCOc1ccc(C(C(=O)O)C(C)C)cc1, ClC(Cl)Cl, [Cl-], [Cl-], [Cl-]. Yields the product CCOc1ccc(C(C(=O)O)C(C)C)cc1Br. As a reaction SMILES: [Al+3:26].[Br:17][N:18]1[C:19](=[O:20])[CH2:21][CH2:22][C:23]1=[O:24].[CH2:1]([CH3:2])[O:3][c:4]1[cH:5][cH:6][c:7]([CH:10]([C:11](=[O:12])[OH:13])[CH:14]([CH3:15])[CH3:16])[cH:8][cH:9]1.[CH:29]([Cl:30])([Cl:31])[Cl:32].[Cl-:25].[Cl-:27].[Cl-:28]>>[CH2:1]([CH3:2])[O:3][c:4]1[c:5]([Br:17])[cH:6][c:7]([CH:10]([C:11](=[O:12])[OH:13])[CH:14]([CH3:15])[CH3:16])[cH:8][cH:9]1. Starting materials: ClC=1C=C(N)C=CC1F (3-Chloro-4-fluoroaniline), C(OCC)(OCC)OCC (triethyl orthoformate), [N+](=O)([O-])CC(=O)OCC (ethyl nitroacetate), C(C)(=O)O (acetic acid), C(OCC)(OCC)OCC (triethyl orthoformate), C(C)(=O)O (acetic acid). Reagents/catalysts: [Fe] (iron). The solvent is O (H2O). Yields the product ClC=1C=C(C=CC1F)N1C=NC(=C1)CO ([1-(3-Chloro-4-fluoro-phenyl)-1H-imidazol-4-yl]-methanol). Reaction SMILES: [Cl:1][C:2]1[CH:3]=[C:4]([CH:6]=[CH:7][C:8]=1[F:9])[NH2:5].C([O:17][CH2:18][CH3:19])(OCC)OCC.[N+:20]([CH2:23]C(OCC)=O)([O-])=O.[C:29](O)(=O)C>[Fe].O>[Cl:1][C:2]1[CH:3]=[C:4]([N:5]2[CH:29]=[C:19]([CH2:18][OH:17])[N:20]=[CH:23]2)[CH:6]=[CH:7][C:8]=1[F:9]. Procedure details: 3-Chloro-4-fluoroaniline was reacted with triethyl orthoformate, ethyl nitroacetate and acetic acid followed by treatment with triethyl orthoformate, iron and acetic acid and subsequent alkaline hydrolysis. The isolated acid was directly reduced with BH3 THF complex followed by hydrolytic workup and the title compound, Mp. 130-135° C. (H2O), MS: m/e=226 (M+), was obtained as an off-white crystalline solid. Starting materials: O[C@H]1C[C@]2([C@H]([C@@H]3CCC4=CC(C(C[C@@]4([C@@H]13)C)C=O)=O)CC[C@@]21OCOC12OCOC2)C ((8S,9S,10R,11S,13S,14S,17R)-11-hydroxy-10,13-dimethyl-3-oxo-1,2,3,6,7,8,9,10,11,12,13,14,15,16-tetradecahydrodispiro[cyclopenta[a]phenanthrene-17,4′-[1,3]dioxolane-5′,4″-[1,3]dioxolane]-2-carbaldehyde), FC=1C=C(C=CC1F)NN ((3,4-difluorophenyl)hydrazine), Intermediate 50. The product is FC=1C=C(C=CC1F)N1N=CC=2C[C@@]3(C(=CC12)CC[C@@H]1[C@@H]2[C@@](C[C@H]([C@H]13)O)([C@@]1(OCOC13OCOC3)CC2)C)C ((1S,3aR,3bR,10aS,10bR,11R,12aR)-7-(3,4-difluorophenyl)-10a,12a-dimethyl-3,3a,3b,4,5,7,10,10a,10b,11,12,12a-dodecahydro-2H-dispiro[cyclopenta[5,6]naphtho[1,2-f]indazole-1,4′-[1,3]dioxolane-5′,4″-[1,3]-dioxolan]-11-ol). Reaction SMILES: [OH:1][C@@H:2]1[C@H:15]2[C@@H:6]([CH2:7][CH2:8][C:9]3[C@:14]2([CH3:16])[CH2:13][CH:12]([CH:17]=O)[C:11](=O)[CH:10]=3)[C@@H:5]2[CH2:20][CH2:21][C@:22]3([C:26]4([CH2:30][O:29][CH2:28][O:27]4)[O:25][CH2:24][O:23]3)[C@@:4]2([CH3:31])[CH2:3]1.[F:32][C:33]1[CH:34]=[C:35]([NH:40][NH2:41])[CH:36]=[CH:37][C:38]=1[F:39]>>[F:32][C:33]1[CH:34]=[C:35]([N:40]2[C:11]3[CH:10]=[C:9]4[CH2:8][CH2:7][C@H:6]5[C@H:15]([C@:14]4([CH3:16])[CH2:13][C:12]=3[CH:17]=[N:41]2)[C@H:2]([OH:1])[CH2:3][C@@:4]2([CH3:31])[C@@:22]3([CH2:21][CH2:20][C@H:5]52)[C:26]2([CH2:30][O:29][CH2:28][O:27]2)[O:25][CH2:24][O:23]3)[CH:36]=[CH:37][C:38]=1[F:39]. Procedure details: The compound was prepared from (8S,9S,10R,11S,13S,14S,17R)-11-hydroxy-10,13-dimethyl-3-oxo-1,2,3,6,7,8,9,10,11,12,13,14,15,16-tetradecahydrodispiro[cyclopenta[a]phenanthrene-17,4′-[1,3]dioxolane-5′,4″-[1,3]dioxolane]-2-carbaldehyde and (3,4-difluorophenyl)hydrazine according to the procedure for Intermediate 50. APCI-MS m/z: 541 [MH+]. Reactants: O=C([O-])[O-], CI, CN(C)C=O, CCOC(=O)c1cn(NC=O)c2nc(C)ccc2c1=O, [K+], [K+]. Product: CCOC(=O)c1cn(NCC=O)c2nc(C)ccc2c1=O. RXN SMILES: [C:21]([O-:22])(=[O:23])[O-:24].[CH3:27][I:28].[CH3:29][N:30]([CH3:31])[CH:32]=[O:33].[CH:1](=[O:2])[NH:3][n:4]1[cH:5][c:6]([C:16](=[O:17])[O:18][CH2:19][CH3:20])[c:7](=[O:15])[c:8]2[cH:9][cH:10][c:11]([CH3:14])[n:12][c:13]12.[K+:25].[K+:26]>>[CH2:1]([NH:3][n:4]1[cH:5][c:6]([C:16](=[O:17])[O:18][CH2:19][CH3:20])[c:7](=[O:15])[c:8]2[cH:9][cH:10][c:11]([CH3:14])[n:12][c:13]12)[CH:21]=[O:22]. The reactants are BrCCCCCCCBr, CCOC(=O)CC, C1CCOC1, [Li]CCCC, CC(C)NC(C)C. The product is CCOC(=O)C(C)CCCCCCCBr. As a reaction SMILES: [Br:20][CH2:21][CH2:22][CH2:23][CH2:24][CH2:25][CH2:26][CH2:27][Br:28].[C:13]([CH2:14][CH3:15])(=[O:16])[O:17][CH2:18][CH3:19].[CH2:29]1[O:30][CH2:31][CH2:32][CH2:33]1.[CH2:8]([Li:9])[CH2:10][CH2:11][CH3:12].[CH:1]([NH:2][CH:3]([CH3:4])[CH3:5])([CH3:6])[CH3:7]>>[C:13]([CH:14]([CH3:15])[CH2:21][CH2:22][CH2:23][CH2:24][CH2:25][CH2:26][CH2:27][Br:28])(=[O:16])[O:17][CH2:18][CH3:19].